This data is from the Open Reaction Database (ORD), a public repository of structured organic reaction records. The task is: describe an organic reaction: reactants, conditions, products, and yield Reactants: C12C3=CC=CC=C3C(C(C1)O)CC2 (tricyclo[6.2.2.02,7]dodeca-2,4,6-trien-9-ol), CCOC(=O)C (EtOAc). Run in C(Cl)Cl (DCM), C(Cl)Cl (DCM). Yields the product C12C3=CC=CC=C3C(C(C1)=O)CC2 (rac-(1R*,8R*)-Tricyclo[6.2.2.02,7]dodeca-2,4,6-trien-9-one). The yield is 88.5%. As a reaction SMILES: [CH:1]12[CH2:13][CH2:12][CH:8]([CH:9]([OH:11])[CH2:10]1)[C:7]1[C:2]2=[CH:3][CH:4]=[CH:5][CH:6]=1.CCOC(C)=O>C(Cl)Cl>[CH:1]12[CH2:13][CH2:12][CH:8]([C:9](=[O:11])[CH2:10]1)[C:7]1[C:2]2=[CH:3][CH:4]=[CH:5][CH:6]=1. Procedure: To a solution of 5.6 g of tricyclo[6.2.2.02,7]dodeca-2,4,6-trien-9-ol in 30 mL of DCM were added 110 mL of a 15% DMP solution in DCM. After stirring overnight 300 mL of EtOAc/Hept (1:1) were added, the obtained suspension was filtered over a pad of celite and the filtrated was concentrated in vacuo. The residue was treated again with EtOAc/Hept (1:1) and filtered over celite. This procedure was repeated twice to obtain 4.9 g of the desired compound as yellow oil.